The task is: describe an organic reaction: reactants, conditions, products, and yield. This data is from the Open Reaction Database (ORD), a public repository of structured organic reaction records. Run in O (water), C(Cl)Cl (methylene chloride). The product is ClC(C(=O)N1C(C2=CC=CC=C2C(C1)C)C(C)C)Cl (2-(Dichloroacetyl)-1-(1-methylethyl)-4-methyl-1,2,3,4-tetrahydro-isoquinoline). Reported procedure: By procedures described in Example 1 (Method A), β-methyl-phenethylamine and isobutyryl chloride were converted to -4-methyl-1,2,3,4-tetrahydroisoquinoline. A reaction vessel was charged with 3.0 g of this isoquinoline compound, 10 ml 10% sodium hydroxide and 50 ml methylene chloride. With this mixture stirred, 2 ml dichloroacetyl chloride was added dropwise to the mixture. The mixture was stirred for 2 minutes, then water was added. The organic extract was dried with magnesium sulfate and strip... Reactants: CC(CN)C1=CC=CC=C1 (β-methyl-phenethylamine), C1=NC=CC2=CC=CC=C12 (isoquinoline), [OH-].[Na+] (sodium hydroxide), C(C(C)C)(=O)Cl (isobutyryl chloride), CC1CNCC2=CC=CC=C12 (4-methyl-1,2,3,4-tetrahydroisoquinoline), ClC(C(=O)Cl)Cl (dichloroacetyl chloride). RXN SMILES: [CH3:1][CH:2]([C:5]1[CH:10]=[CH:9][CH:8]=[CH:7][CH:6]=1)[CH2:3][NH2:4].[C:11](Cl)(=O)[CH:12]([CH3:14])[CH3:13].CC1C2C(=CC=CC=2)CNC1.C1C2C(=CC=CC=2)C=CN=1.[OH-].[Na+].[Cl:40][CH:41]([Cl:45])[C:42](Cl)=[O:43]>O.C(Cl)Cl>[Cl:40][CH:41]([Cl:45])[C:42]([N:4]1[CH2:3][CH:2]([CH3:1])[C:5]2[C:10](=[CH:9][CH:8]=[CH:7][CH:6]=2)[CH:11]1[CH:12]([CH3:14])[CH3:13])=[O:43] |f:4.5|.